From a dataset of the Open Reaction Database (ORD), a public repository of structured organic reaction records. describe an organic reaction: reactants, conditions, products, and yield Starting materials: C(C)(=O)N1CCC2=C(CC1)C=C(C(=C2)S(=O)C)OC (3-acetyl-8-methoxy-7-methylsulfinyl-2,3,4,5-tetrahydro-1H-3-benzazepine), Cl (hydrochloric acid). Product: Cl.COC=1C(=CC2=C(CCNCC2)C1)S(=O)C (8-methoxy-7-methylsulfinyl-2,3,4,5-tetrahydro-1H-3-benzazepine hydrochloride). As a reaction SMILES: C([N:4]1[CH2:10][CH2:9][C:8]2[CH:11]=[C:12]([O:18][CH3:19])[C:13]([S:15]([CH3:17])=[O:16])=[CH:14][C:7]=2[CH2:6][CH2:5]1)(=O)C.[ClH:20]>>[ClH:20].[CH3:19][O:18][C:12]1[C:13]([S:15]([CH3:17])=[O:16])=[CH:14][C:7]2[CH2:6][CH2:5][NH:4][CH2:10][CH2:9][C:8]=2[CH:11]=1 |f:2.3|. Procedure: Following the general procedure of Example 4, 3-acetyl-8-methoxy-7-methylthio-2,3,4,5-tetrahydro-1H3-benzazepine is reacted with one equivalent of 3-chloroperbenzoic acid to give 3-acetyl-8-methoxy-7-methylsulfinyl-2,3,4,5-tetrahydro-1H-3-benzazepine. Following the procedure of Example 4, 3-acetyl-8-methoxy-7-methylsulfinyl-2,3,4,5-tetrahydro-1H-3-benzazepine is reacted with 3N hydrochloric acid to give 8-methoxy-7-methylsulfinyl-2,3,4,5-tetrahydro-1H-3-benzazepine hydrochloride. This methoxy co... Starting materials: NCC1=NC=CC=C1 (2-aminomethylpyridine), C(C(C)C)=O (isobutyraldehyde). The product is C(C(C)C)=C1C(N=CC=C1)CN (isobutylidene-2-aminomethylpyridine). Isolated yield 85.5%. RXN SMILES: [NH2:1][CH2:2][C:3]1[CH:8]=[CH:7][CH:6]=[CH:5][N:4]=1.[CH:9](=O)[CH:10]([CH3:12])[CH3:11]>>[CH:9](=[C:8]1[CH:7]=[CH:6][CH:5]=[N:4][CH:3]1[CH2:2][NH2:1])[CH:10]([CH3:12])[CH3:11]. Procedure details: The procedure is carried out as described in Example 1(a) but with the use of 216 g (2 mols) of 2-aminomethylpyridine and 144 g (2 mols) isobutyraldehyde. After a reaction time of 2 hours at 35°-40° C., subsequent distillation leaves 277 g (1.71 mols) of isobutylidene-2-aminomethylpyridine; yield 85.5% of theory; b.p. 69° C./200 Pa. Starting materials: Cl (hydrochloric acid), ClC1=NC=NC(=C1OC)Cl (4,6-dichloro-5-methoxypyrimidine), CC(CC1=C(C=CC(=N1)CO)C1=C(C=CC(=C1)OC)F)(C)C ((6-(2,2-dimethylpropyl)-5-(2-fluoro-5-methoxyphenyl)pyridin-2-yl)methanol), [H-].[Na+] (sodium hydride). Solvent: C1CCOC1 (THF). Conditions: temperature 50 celsius, time 2 hour. The product is ClC1=NC=NC(=C1OC)OCC1=NC(=C(C=C1)C1=C(C=CC(=C1)OC)F)CC(C)(C)C (4-chloro-6-((6-(2,2-dimethylpropyl)-5-(2-fluoro-5-methoxyphenyl)pyridin-2-yl)methoxy)-5-methoxypyrimidine). The yield is 94.0%. RXN SMILES: Cl[C:2]1[C:7]([O:8][CH3:9])=[C:6]([Cl:10])[N:5]=[CH:4][N:3]=1.[CH3:11][C:12]([CH3:32])([CH3:31])[CH2:13][C:14]1[N:19]=[C:18]([CH2:20][OH:21])[CH:17]=[CH:16][C:15]=1[C:22]1[CH:27]=[C:26]([O:28][CH3:29])[CH:25]=[CH:24][C:23]=1[F:30].[H-].[Na+].Cl>C1COCC1>[Cl:10][C:6]1[C:7]([O:8][CH3:9])=[C:2]([O:21][CH2:20][C:18]2[CH:17]=[CH:16][C:15]([C:22]3[CH:27]=[C:26]([O:28][CH3:29])[CH:25]=[CH:24][C:23]=3[F:30])=[C:14]([CH2:13][C:12]([CH3:32])([CH3:31])[CH3:11])[N:19]=2)[N:3]=[CH:4][N:5]=1 |f:2.3|. Procedure: To a solution of 4,6-dichloro-5-methoxypyrimidine (450 mg) and (6-(2,2-dimethylpropyl)-5-(2-fluoro-5-methoxyphenyl)pyridin-2-yl)methanol (760 mg) in THF (8.0 mL) was added 60% sodium hydride (200 mg) at 0° C., and the mixture was stirred at 50° C. for 2 hr. The reaction mixture was neutralized with 1N hydrochloric acid, and extracted with ethyl acetate. The extract was washed with saturated brine, and dried over anhydrous sodium sulfate. The solvent was evaporated under reduced pressure, and the... Reactants: O (water), C(=O)(N1C=NC=C1)N1C=NC=C1 (1,1'-carbonyldiimidazole), CN1CC=2N(C3=C(C1=O)SC=C3)C=NC2C(=O)O (5-methyl-6-oxo-5,6-dihydro-4H-imidazo[1,5-a]thieno[2,3-f][1,4]diazepine-3-carboxylic acid), phthaloylglycinamide oxime. The solvent is CN(C=O)C (dimethylformamide). Reaction conditions: time 30 minute. The product is CN1CC=2N(C3=C(C1=O)SC=C3)C=NC2CC=2C=C3C(NC(C3=CC2)=O)=O (5-(5-methyl-6-oxo-5,6-dihydro-4H-imidazo[1,5-a]thieno[2,3-f][1,4]diazepin-3-ylmethyl)-2,3-dihydro-1H-isoindole-1,3-dione). Isolated yield 47.0%. RXN SMILES: [C:1]([N:8]1[CH:12]=[CH:11]N=C1)(N1C=CN=C1)=[O:2].[CH3:13][N:14]1[C:20](=[O:21])[C:19]2[S:22][CH:23]=[CH:24][C:18]=2[N:17]2[CH:25]=[N:26][C:27]([C:28](O)=O)=[C:16]2[CH2:15]1.[OH2:31]>CN(C)C=O>[CH3:13][N:14]1[C:20](=[O:21])[C:19]2[S:22][CH:23]=[CH:24][C:18]=2[N:17]2[CH:25]=[N:26][C:27]([CH2:28][C:18]3[CH:19]=[C:20]4[C:11](=[CH:23][CH:24]=3)[C:12](=[O:31])[NH:8][C:1]4=[O:2])=[C:16]2[CH2:15]1. Procedure details: 3.39 g (20 mmol) of 1,1'-carbonyldiimidazole were added in one portion at room temperature to a solution of 5.27 g (20 mmol) of 5-methyl-6-oxo-5,6-dihydro-4H-imidazo[1,5-a]thieno[2,3-f][1,4]diazepine-3-carboxylic acid in 50 ml of dimethylformamide and the mixture was stirred at 50° for 30 minutes. Subsequently, 4.47 g (20 mmol) of phthaloylglycinamide oxime were added in one portion and the mixture was stirred at 110° for 15 hours. The dimethylformamide was evaporated in a high vacuum and the re... Reactants: ClCC=1C=C(C2=C(N=C(S2)NC2=C(C=C(C=C2C)C)C)C1)[N+](=O)[O-] (5-chloromethyl-N-mesityl-7-nitro-1,3-benzothiazol-2-amine), [BH4-].[Na+] (sodium borohydride). Run in O (water), Cl (HCl), CS(=O)C (dimethyl sulfoxide). Conditions: time 3 hour. The product is C1(=C(C(=CC(=C1)C)C)NC=1SC2=C(N1)C=C(C=C2[N+](=O)[O-])C)C (N-Mesityl-5-methyl-7-nitro-1,3-benzothiazol-2-amine). As a reaction SMILES: Cl[CH2:2][C:3]1[CH:4]=[C:5]([N+:22]([O-:24])=[O:23])[C:6]2[S:10][C:9]([NH:11][C:12]3[C:17]([CH3:18])=[CH:16][C:15]([CH3:19])=[CH:14][C:13]=3[CH3:20])=[N:8][C:7]=2[CH:21]=1.[BH4-].[Na+]>CS(C)=O.O.Cl>[C:13]1([CH3:20])[CH:14]=[C:15]([CH3:19])[CH:16]=[C:17]([CH3:18])[C:12]=1[NH:11][C:9]1[S:10][C:6]2[C:5]([N+:22]([O-:24])=[O:23])=[CH:4][C:3]([CH3:2])=[CH:21][C:7]=2[N:8]=1 |f:1.2|. Procedure: To a solution of 5-chloromethyl-N-mesityl-7-nitro-1,3-benzothiazol-2-amine (120 mg, 0.332 mmol) in dimethyl sulfoxide (DMSO) (2 ml) was added sodium borohydride (25 mg, 0.663 mmol). The mixture was stirred at room temperature for 3 h and diluted with water and neutralized with 1N HCl solution. The aqueous solution was extracted with AcOEt. The reactants are C1CCOC1, [Li]CCCC, O=C1CCC(=O)N1Cl, CC1(C)COC(c2cccc(Oc3ccccc3)c2)=N1. Yields the product CC1(C)COC(c2cccc(Oc3ccccc3)c2Cl)=N1. RXN SMILES: [CH2:34]1[O:35][CH2:36][CH2:37][CH2:38]1.[CH3:21][CH2:22][CH2:23][CH2:24][Li:25].[Cl:26][N:27]1[C:28](=[O:29])[CH2:30][CH2:31][C:32]1=[O:33].[O:1]([c:2]1[cH:3][cH:4][cH:5][cH:6][cH:7]1)[c:8]1[cH:9][c:10]([C:14]2=[N:18][C:17]([CH3:19])([CH3:20])[CH2:16][O:15]2)[cH:11][cH:12][cH:13]1>>[O:1]([c:2]1[cH:3][cH:4][cH:5][cH:6][cH:7]1)[c:8]1[c:9]([Cl:26])[c:10]([C:14]2=[N:18][C:17]([CH3:19])([CH3:20])[CH2:16][O:15]2)[cH:11][cH:12][cH:13]1.